Dataset: the Open Reaction Database (ORD), a public repository of structured organic reaction records. Task: describe an organic reaction: reactants, conditions, products, and yield Reactants: CC1Cc2cccc(Br)c2C1=O, CC(=O)[O-], CC(=O)[O-], COCCOC, CN(C)c1ccc(B(O)O)cc1, [Na+], [Na+], O=C([O-])[O-], O, [Pd+2], Cc1ccccc1-c1ccccc1P(c1ccccc1-c1ccccc1C)c1ccccc1-c1ccccc1C. The product is CC1Cc2cccc(-c3ccc(N(C)C)cc3)c2C1=O. As a reaction SMILES: [Br:1][c:2]1[cH:3][cH:4][cH:5][c:6]2[c:10]1[C:9](=[O:11])[CH:8]([CH3:12])[CH2:7]2.[C:77]([O-:78])(=[O:79])[CH3:80].[C:82]([O-:83])(=[O:84])[CH3:85].[CH2:71]([CH2:72][O:73][CH3:74])[O:75][CH3:76].[CH3:13][N:14]([c:15]1[cH:16][cH:17][c:18]([B:21]([OH:22])[OH:23])[cH:19][cH:20]1)[CH3:24].[Na+:25].[Na+:26].[O-:27][C:28](=[O:29])[O-:30].[OH2:86].[Pd+2:81].[c:31]1([CH3:32])[cH:33][cH:34][cH:35][cH:36][c:37]1-[c:38]1[cH:39][cH:40][cH:41][cH:42][c:43]1[P:44]([c:45]1[cH:46][cH:47][cH:48][cH:49][c:50]1-[c:51]1[cH:52][cH:53][cH:54][cH:55][c:56]1[CH3:57])[c:58]1[cH:59][cH:60][cH:61][cH:62][c:63]1-[c:64]1[cH:65][cH:66][cH:67][cH:68][c:69]1[CH3:70]>>[c:2]1(-[c:18]2[cH:17][cH:16][c:15]([N:14]([CH3:13])[CH3:24])[cH:20][cH:19]2)[cH:3][cH:4][cH:5][c:6]2[c:10]1[C:9](=[O:11])[CH:8]([CH3:12])[CH2:7]2. The reactants are ClC=1C=C(C=CC1F)C1=CN=C2N1C=CC(=C2F)C(C)(C)O (2-[3-(3-Chloro-4-fluorophenyl)-8-fluoroimidazo[1,2-α]pyridin-7-yl]-propan-2-ol), COC1=NC=C(C=C1)B(O)O (2-methoxypyridine-5-boronic acid). Product: FC=1C=2N(C=CC1C(C)(C)O)C(=CN2)C2=CC(=C(C=C2)F)C=2C=CC(=NC2)OC (2-{8-fluoro-3-[4-fluoro-3-(2-methoxypyridin-5-yl)phenyl]imidazo[1,2-α]pyridin-7-yl}propan-2-ol). The yield is 7.0%. RXN SMILES: Cl[C:2]1[CH:3]=[C:4]([C:9]2[N:13]3[CH:14]=[CH:15][C:16]([C:19]([OH:22])([CH3:21])[CH3:20])=[C:17]([F:18])[C:12]3=[N:11][CH:10]=2)[CH:5]=[CH:6][C:7]=1[F:8].[CH3:23][O:24][C:25]1[CH:30]=[CH:29][C:28](B(O)O)=[CH:27][N:26]=1>>[F:18][C:17]1[C:12]2[N:13]([C:9]([C:4]3[CH:5]=[CH:6][C:7]([F:8])=[C:2]([C:28]4[CH:29]=[CH:30][C:25]([O:24][CH3:23])=[N:26][CH:27]=4)[CH:3]=3)=[CH:10][N:11]=2)[CH:14]=[CH:15][C:16]=1[C:19]([OH:22])([CH3:21])[CH3:20]. Reported procedure: 2-[3-(3-Chloro-4-fluorophenyl)-8-fluoroimidazo[1,2-α]pyridin-7-yl]-propan-2-ol and 2-methoxypyridine-5-boronic acid were coupled in the same way as in Example 30 to give 2-{8-fluoro-3-[4-fluoro-3-(2-methoxypyridin-5-yl)phenyl]imidazo[1,2-α]pyridin-7-yl}propan-2-ol as an off-white solid (8 mg, 7%): m/z (ES+) 396 [MH+]. Reactants: CC(C(=O)N)(C[C@@]1(CCN(C(O1)=O)[C@@H](C)C1=CC=C(C=C1)C1=CN(C(C=C1)=O)C)C1=CC=CC=C1)C (2,2-dimethyl-3-((R)-3-((S)-1-(4-(1-methyl-6-oxo-1,6-dihydropyridin-3-yl)phenyl)ethyl)-2-oxo-6-phenyl-1,3-oxazinan-6-yl)propanamide), CC#N.O (CH3CN H2O), PhI(O2CCF3)2. Run at time 24 hour. Product: NC(C[C@@]1(CCN(C(O1)=O)[C@@H](C)C1=CC=C(C=C1)C1=CN(C(C=C1)=O)C)C1=CC=CC=C1)(C)C ((S)-6-(2-amino-2-methylpropyl)-3-((S)-1-(4-(1-methyl-6-oxo-1,6-dihydropyridin-3-yl)phenyl)ethyl)-6-phenyl-1,3-oxazinan-2-one). As a reaction SMILES: C[C:2]([CH3:36])([CH2:6][C@@:7]1([C:30]2[CH:35]=[CH:34][CH:33]=[CH:32][CH:31]=2)[O:12][C:11](=[O:13])[N:10]([C@H:14]([C:16]2[CH:21]=[CH:20][C:19]([C:22]3[CH:27]=[CH:26][C:25](=[O:28])[N:24]([CH3:29])[CH:23]=3)=[CH:18][CH:17]=2)[CH3:15])[CH2:9][CH2:8]1)[C:3](N)=O.CC#[N:39].O>>[NH2:39][C:2]([CH3:36])([CH3:3])[CH2:6][C@@:7]1([C:30]2[CH:31]=[CH:32][CH:33]=[CH:34][CH:35]=2)[O:12][C:11](=[O:13])[N:10]([C@H:14]([C:16]2[CH:17]=[CH:18][C:19]([C:22]3[CH:27]=[CH:26][C:25](=[O:28])[N:24]([CH3:29])[CH:23]=3)=[CH:20][CH:21]=2)[CH3:15])[CH2:9][CH2:8]1 |f:1.2|. Reported procedure: A foil covered flask charged with 2,2-dimethyl-3-((R)-3-((S)-1-(4-(1-methyl-6-oxo-1,6-dihydropyridin-3-yl)phenyl)ethyl)-2-oxo-6-phenyl-1,3-oxazinan-6-yl)propanamide (20 mg, 0.04 mmol) in 1:1 CH3CN/H2O (1 mL) was treated with PhI(O2CCF3)2 (31 mg, 0.07 mmol). The reaction was complete after 24 h. The solvent was removed and the crude material purified by prep HPLC to afford (S)-6-(2-amino-2-methylpropyl)-3-((S)-1-(4-(1-methyl-6-oxo-1,6-dihydropyridin-3-yl)phenyl)ethyl)-6-phenyl-1,3-oxazinan-2-one ... The reactants are CC(=O)N1CC(C)(C)c2ccc(N3C(=O)N(Cc4ccnc5ccccc45)C(C)(C)C3=O)cc21, Cl, O. Product: CC1(C)CNc2cc(N3C(=O)N(Cc4ccnc5ccccc45)C(C)(C)C3=O)ccc21. Reaction SMILES: [C:1](=[O:2])([CH3:3])[N:4]1[CH2:5][C:6]([CH3:33])([CH3:34])[c:7]2[cH:8][cH:9][c:10]([N:13]3[C:14](=[O:32])[N:15]([CH2:21][c:22]4[cH:23][cH:24][n:25][c:26]5[cH:27][cH:28][cH:29][cH:30][c:31]45)[C:16]([CH3:19])([CH3:20])[C:17]3=[O:18])[cH:11][c:12]21.[ClH:35].[OH2:36]>>[NH:4]1[CH2:5][C:6]([CH3:33])([CH3:34])[c:7]2[cH:8][cH:9][c:10]([N:13]3[C:14](=[O:32])[N:15]([CH2:21][c:22]4[cH:23][cH:24][n:25][c:26]5[cH:27][cH:28][cH:29][cH:30][c:31]45)[C:16]([CH3:19])([CH3:20])[C:17]3=[O:18])[cH:11][c:12]21. Starting materials: C1(C=2C(C(N1C(CC(=O)O)C1=CC(=C(C=C1)OC)OC)=O)=CC=CC2)=O (3-phthalimido-3-(3,4-dimethoxyphenyl)propionic acid), C(C)N (ethylamine). Run at time 1 hour. The product is C(C)NC(CC(C1=CC(=C(C=C1)OC)OC)N1C(C=2C(C1=O)=CC=CC2)=O)=O (3-phthalimido-3-(3,4-dimethoxyphenyl)propionic ethyl-amide). The yield is 77.0%. RXN SMILES: [C:1]1(=[O:26])[N:5]([CH:6]([C:11]2[CH:16]=[CH:15][C:14]([O:17][CH3:18])=[C:13]([O:19][CH3:20])[CH:12]=2)[CH2:7][C:8](O)=[O:9])[C:4](=[O:21])[C:3]2=[CH:22][CH:23]=[CH:24][CH:25]=[C:2]12.[CH2:27]([NH2:29])[CH3:28]>>[CH2:27]([NH:29][C:8](=[O:9])[CH2:7][CH:6]([N:5]1[C:4](=[O:21])[C:3]2=[CH:22][CH:23]=[CH:24][CH:25]=[C:2]2[C:1]1=[O:26])[C:11]1[CH:16]=[CH:15][C:14]([O:17][CH3:18])=[C:13]([O:19][CH3:20])[CH:12]=1)[CH3:28]. Procedure details: The procedure of Example 46 was followed utilizing 3-phthalimido-3-(3,4-dimethoxyphenyl)propionic acid and ethylamine (1.0 equiv). After the reaction mixture was concentrated, the residue was diluted with 20 mL of water and 1 mL of ether. The mixture was stirred for 1 hour to afford a slurry. The slurry was filtered and the solid dried in vacuo to afford 0.66 g (77%) of 3-phthalimido-3-(3,4-dimethoxyphenyl)propionic ethyl-amide compound as a white powder: mp 131.0-132.5° C.; 1H NMR (DMSO-d6, 250... Starting materials: [BH3-]C#N, CC(=O)O, CO, O=Cc1ccc(Cl)nc1, NCCN1CCNC1=C[N+](=O)[O-], [Na+]. Product: O=[N+]([O-])C=C1NCCN1CCNCc1ccc(Cl)nc1. Reaction SMILES: [C:26]([BH3-:27])#[N:28].[CH3:13][C:14](=[O:15])[OH:16].[CH3:30][OH:31].[Cl:17][c:18]1[cH:19][cH:20][c:21]([CH:24]=[O:25])[cH:22][n:23]1.[N+:1](=[O:2])([O-:3])[CH:4]=[C:5]1[N:6]([CH2:10][CH2:11][NH2:12])[CH2:7][CH2:8][NH:9]1.[Na+:29]>>[N+:1](=[O:2])([O-:3])[CH:4]=[C:5]1[N:6]([CH2:10][CH2:11][NH:12][CH2:24][c:21]2[cH:20][cH:19][c:18]([Cl:17])[n:23][cH:22]2)[CH2:7][CH2:8][NH:9]1. Starting materials: C(C1=CC=CC=C1)O[C@@H]([C@@H](C(=O)O)NC(=O)OCC1C2=CC=CC=C2C=2C=CC=CC12)C ((2S,3R)-3-benzyloxy-2-(9H-fluoren-9-ylmethoxycarbonylamino)-butyric acid), N[C@@H](C(=O)N[C@H](C(=O)NC1=C(C=C(C=C1)I)Cl)[C@@H](C)C1=CC=CC=C1)C1=CC=C(C=C1)OC[C@@H](CO)O ((2S,3S)-2-{(R)-2-amino-2-[4-((R)-2,3-dihydroxy-propoxy)-phenyl]-acetylamino}-N-(2-chloro-4-iodo-phenyl)-3-phenyl-butyramide), N[C@H](C(=O)NC1=C(C=C(C=C1)I)F)[C@@H](C)C1=CC=CC=C1 ((2S,3S)-2-amino-N-(2-fluoro-4-iodo-phenyl)-3-phenyl-butyramide), N[C@H](C(=O)NC1=C(C=C(C=C1)C#C[Si](C)(C)C)F)[C@@H](C)C1=CC=CC=C1 ((2S,3S)-2-amino-N-(2-fluoro-4-trimethylsilanylethynyl-phenyl)-3-phenyl-butyramide). Product: C(#C)C1=CC(=C(C=C1)NC(C([C@@H](C)C1=CC=CC=C1)N1C(N[C@@H](C1=O)C1=CC=C(C=C1)OCCO)=O)=O)F ((3S)—N-(4-Ethynyl-2-fluoro-phenyl)-2-{(R)-4-[4-(2-hydroxy-ethoxy)-phenyl]-2,5-dioxo-imidazolidin-1-yl}-3-phenyl-butyramide). As a reaction SMILES: [CH2:1]([O:8][C@H](C)[C@H](NC(OCC1C2C=CC=CC=2C2C1=CC=CC=2)=O)C(O)=O)C1C=CC=CC=1.N[C@@H]([C@H](C1C=CC=CC=1)C)C(NC1C=CC(I)=CC=1F)=O.[NH2:54][C@@H:55]([C@H:72]([C:74]1[CH:79]=[CH:78][CH:77]=[CH:76][CH:75]=1)[CH3:73])[C:56]([NH:58][C:59]1[CH:64]=[CH:63][C:62]([C:65]#[C:66][Si](C)(C)C)=[CH:61][C:60]=1[F:71])=[O:57].[NH2:80][C@H:81]([C:105]1[CH:110]=[CH:109][C:108]([O:111][CH2:112][C@H:113]([OH:116])CO)=[CH:107][CH:106]=1)[C:82](N[C@@H]([C@H](C1C=CC=CC=1)C)C(NC1C=CC(I)=CC=1Cl)=O)=[O:83]>>[C:65]([C:62]1[CH:63]=[CH:64][C:59]([NH:58][C:56](=[O:57])[CH:55]([N:54]2[C:82](=[O:83])[C@@H:81]([C:105]3[CH:106]=[CH:107][C:108]([O:111][CH2:112][CH2:113][OH:116])=[CH:109][CH:110]=3)[NH:80][C:1]2=[O:8])[C@H:72]([C:74]2[CH:79]=[CH:78][CH:77]=[CH:76][CH:75]=2)[CH3:73])=[C:60]([F:71])[CH:61]=1)#[CH:66]. Procedure: Prepared by the same method as described in example 48 except that (i) after step 3, and prior to step 4, (2S,3S)-2-amino-N-(2-fluoro-4-iodo-phenyl)-3-phenyl-butyramide was converted to (2S,3S)-2-amino-N-(2-fluoro-4-trimethylsilanylethynyl-phenyl)-3-phenyl-butyramide under the conditions described below, and (ii) after initial purification in step 6 the product was subjected to chiral HPLC separation as described below. The trimethylsilyl group introduced in step 3 was subsequently removed durin...